Dataset: the Open Reaction Database (ORD), a public repository of structured organic reaction records. Task: describe an organic reaction: reactants, conditions, products, and yield Starting materials: Cc1cc(NC(=O)OCc2ccccc2)ccc1Oc1cc(Cl)ncn1, CN, CCO. Product: CNc1cc(Oc2ccc(NC(=O)OCc3ccccc3)cc2C)ncn1. As a reaction SMILES: [CH2:1]([c:2]1[cH:3][cH:4][cH:5][cH:6][cH:7]1)[O:8][C:9]([NH:10][c:11]1[cH:12][c:13]([CH3:25])[c:14]([O:17][c:18]2[n:19][cH:20][n:21][c:22]([Cl:24])[cH:23]2)[cH:15][cH:16]1)=[O:26].[CH3:27][NH2:28].[CH3:29][CH2:30][OH:31]>>[CH2:1]([c:2]1[cH:3][cH:4][cH:5][cH:6][cH:7]1)[O:8][C:9]([NH:10][c:11]1[cH:12][c:13]([CH3:25])[c:14]([O:17][c:18]2[n:19][cH:20][n:21][c:22]([NH:28][CH3:27])[cH:23]2)[cH:15][cH:16]1)=[O:26]. Reactants: BrC=1C(CCC1C1=CC=C(C=C1)S(=O)(=O)C)=O (2-bromo-3-(4-(methylsulfonyl)phenyl)-2-cyclopenten-1-one), C=1C=CC(=CC1)[As](C=2C=CC=CC2)C=3C=CC=CC3 (AsPh3), C[Sn](C1=NC=CC=C1)(C)C (2-trimethylstannanyl pyridine). Reagents/catalysts: C=1C=CC(=CC1)/C=C/C(=O)/C=C/C2=CC=CC=C2.C=1C=CC(=CC1)/C=C/C(=O)/C=C/C2=CC=CC=C2.C=1C=CC(=CC1)/C=C/C(=O)/C=C/C2=CC=CC=C2.[Pd].[Pd] (Pd2 (dba)3). Conditions: temperature 100 celsius. Product: N1=C(C=CC=C1)C=1C(CCC1C1=CC=C(C=C1)S(=O)(=O)C)=O (2-(2-Pyridinyl)-3-(4-(methylsulfonyl)phenyl)-2-cyclopenten-1-one). The solvent is CN1CCCC1=O (NMP), CN1CCCC1=O (NMP), CCOC(=O)C (EtOAc). The yield is 19.6%. RXN SMILES: Br[C:2]1[C:3](=[O:17])[CH2:4][CH2:5][C:6]=1[C:7]1[CH:12]=[CH:11][C:10]([S:13]([CH3:16])(=[O:15])=[O:14])=[CH:9][CH:8]=1.C1C=CC([As](C2C=CC=CC=2)C2C=CC=CC=2)=CC=1.C[Sn](C)(C)[C:39]1[CH:44]=[CH:43][CH:42]=[CH:41][N:40]=1>CN1C(=O)CCC1.CCOC(C)=O.C1C=CC(/C=C/C(/C=C/C2C=CC=CC=2)=O)=CC=1.C1C=CC(/C=C/C(/C=C/C2C=CC=CC=2)=O)=CC=1.C1C=CC(/C=C/C(/C=C/C2C=CC=CC=2)=O)=CC=1.[Pd].[Pd]>[N:40]1[CH:41]=[CH:42][CH:43]=[CH:44][C:39]=1[C:2]1[C:3](=[O:17])[CH2:4][CH2:5][C:6]=1[C:7]1[CH:12]=[CH:11][C:10]([S:13]([CH3:16])(=[O:15])=[O:14])=[CH:9][CH:8]=1 |f:5.6.7.8.9|. Procedure: To a degassed r.t. solution of 2-bromo-3-(4-(methylsulfonyl)phenyl)-2-cyclopenten-1-one (1.103 g, 3.5 mmol), Pd2 (dba)3 (0.064 g, 0.07 mmol), and AsPh3 (0.171 g, 0.56 mmol) in NMP (7.5 mL) was added a degassed NMP solution (10 mL) of 2-trimethylstannanyl pyridine (~7.0 mmol). The resulting mixture was heated to 100° C. for 16 hours. The mixture was then cooled to r.t., diluted with EtOAc, washed 3 times with 10% NH4OH and brine, dried over MgSO4, and concentrated to dryness. The residue was puri... Starting materials: CC(C)(C)OC(=O)NC(Cc1ccccc1)C(=O)CCl, Cc1ccccc1, CC(C)O[Al](OC(C)C)OC(C)C, Cl. The product is CC(C)(C)OC(=O)NC(Cc1ccccc1)C(O)CCl. RXN SMILES: [C:14]([CH3:15])([CH3:16])([CH3:17])[O:18][C:19]([NH:20][CH:21]([C:22]([CH2:23][Cl:24])=[O:25])[CH2:26][c:27]1[cH:28][cH:29][cH:30][cH:31][cH:32]1)=[O:33].[CH3:35][c:36]1[cH:37][cH:38][cH:39][cH:40][cH:41]1.[CH:1]([O:2][Al:3]([O:4][CH:5]([CH3:6])[CH3:7])[O:8][CH:9]([CH3:10])[CH3:11])([CH3:12])[CH3:13].[ClH:34]>>[C:14]([CH3:15])([CH3:16])([CH3:17])[O:18][C:19]([NH:20][CH:21]([CH:22]([CH2:23][Cl:24])[OH:25])[CH2:26][c:27]1[cH:28][cH:29][cH:30][cH:31][cH:32]1)=[O:33]. Starting materials: COCC(C)O, CCOC(C)=O, [O-][Cl+3]([O-])([O-])[O-], [O-][Cl+3]([O-])([O-])[O-], [Mg+2], COC(=O)C1CO1. Product: COCC(C)OCC(O)C(=O)OC. RXN SMILES: [CH3:19][O:20][CH2:21][CH:22]([CH3:23])[OH:24].[CH3:25][CH2:26][O:27][C:28](=[O:29])[CH3:30].[Cl+3:1]([O-:2])([O-:3])([O-:4])[O-:5].[Cl+3:7]([O-:8])([O-:9])([O-:10])[O-:11].[Mg+2:6].[O:12]1[CH:13]([C:15](=[O:16])[O:17][CH3:18])[CH2:14]1>>[OH:8][CH:13]([CH2:14][O:12][CH:22]([CH2:21][O:20][CH3:19])[CH3:23])[C:15](=[O:16])[O:17][CH3:18]. The reactants are C/C(/CO)=C\C(C)C1=CC=CC=C1 ((E)-2-Methyl-4-phenylpent-2-ene-1-ol), C(C)[Zn]CC (diethylzinc), C1(=CC=CC=C1)C (toluene), S(O)(O)(=O)=O (sulfuric acid), ClCI (Chloroiodomethane). Conditions: temperature -20 celsius, time 30 minute. Yields the product C[C@@]1([C@@H](C1)[C@@H](C)C1=CC=CC=C1)CO ([(1R*,2S*)-1-Methyl-2-((R*)-1-phenylethyl)cyclopropyl]methanol). Isolated yield 42.0%. RXN SMILES: [CH2:1]([Zn]CC)C.C1(C)C=CC=CC=1.ClCI.[CH3:16]/[C:17](=[CH:20]\[CH:21]([C:23]1[CH:28]=[CH:27][CH:26]=[CH:25][CH:24]=1)[CH3:22])/[CH2:18][OH:19].S(=O)(=O)(O)O>>[CH3:16][C@@:17]1([CH2:18][OH:19])[CH2:1][C@H:20]1[C@H:21]([C:23]1[CH:24]=[CH:25][CH:26]=[CH:27][CH:28]=1)[CH3:22]. Procedure details: Under a nitrogen atmosphere, a diethylzinc solution in toluene (concentration: 15% by weight, 37.9 g, 46.0 mmol) was placed into a 200-ml flask equipped with a stirring apparatus, a dropping funnel, and a thermometer, and cooled to −20° C. Chloroiodomethane (16.22 g, 92.0 mmol) was placed into the dropping funnel, and added dropwise with the temperature kept between −15 to −20° C. After completion of the dropwise addition, the mixture was stirred at −10 to −15° C. for 30 minutes, and then cooled... Reactants: Cl (hydrochloric acid), CC1=C(N=C(O1)C1=CC=CC=C1)COC1=NN(C=C1C(=O)OCC)CC1=CC=C(C=C1)OC1=CC=CC=C1 (ethyl 3-(5-methyl-2-phenyl-4-oxazolylmethoxy)-1-(4-phenoxybenzyl)-1H-pyrazole-4-carboxylate), [OH-].[Na+] (sodium hydroxide), O1CCCC1 (tetrahydrofuran). Run in C(C)O (ethanol). Reaction conditions: time 2 hour. The product is CC1=C(N=C(O1)C1=CC=CC=C1)COC1=NN(C=C1C(=O)O)CC1=CC=C(C=C1)OC1=CC=CC=C1 (3-(5-methyl-2-phenyl-4-oxazolylmethoxy)-1-(4-phenoxybenzyl)-1H-pyrazole-4-carboxylic acid). The yield is 97.2%. Reaction SMILES: [CH3:1][C:2]1[O:6][C:5]([C:7]2[CH:12]=[CH:11][CH:10]=[CH:9][CH:8]=2)=[N:4][C:3]=1[CH2:13][O:14][C:15]1[C:19]([C:20]([O:22]CC)=[O:21])=[CH:18][N:17]([CH2:25][C:26]2[CH:31]=[CH:30][C:29]([O:32][C:33]3[CH:38]=[CH:37][CH:36]=[CH:35][CH:34]=3)=[CH:28][CH:27]=2)[N:16]=1.[OH-].[Na+].O1CCCC1.Cl>C(O)C>[CH3:1][C:2]1[O:6][C:5]([C:7]2[CH:8]=[CH:9][CH:10]=[CH:11][CH:12]=2)=[N:4][C:3]=1[CH2:13][O:14][C:15]1[C:19]([C:20]([OH:22])=[O:21])=[CH:18][N:17]([CH2:25][C:26]2[CH:27]=[CH:28][C:29]([O:32][C:33]3[CH:38]=[CH:37][CH:36]=[CH:35][CH:34]=3)=[CH:30][CH:31]=2)[N:16]=1 |f:1.2|. Reported procedure: After a mixture of ethyl 3-(5-methyl-2-phenyl-4-oxazolylmethoxy)-1-(4-phenoxybenzyl)-1H-pyrazole-4-carboxylate (1600 mg), 1N sodium hydroxide solution (5 ml), tetrahydrofuran (10 ml), and ethanol (10 ml) was stirred at room temperature for 2 hours, 1N hydrochloric acid (5 ml) was added to the mixture, and the mixture was extracted with ethyl acetate. The ethyl acetate layer was washed with saturated aqueous sodium chloride solution, dried (MgSO4), and concentrated. The resulting colorless crysta... The reactants are C1CCOC1, CC(=O)OCC1OC(n2c(=O)sc3c(=O)[nH]c(N)nc32)C(OC(C)=O)C1OC(C)=O, CCOC(=O)N=NC(=O)OCC, Cc1oc(=O)oc1CO. The product is CC(=O)OCC1OC(n2c(=O)sc3c(OCc4oc(=O)oc4C)nc(N)nc32)C(OC(C)=O)C1OC(C)=O. Reaction SMILES: [CH2:52]1[O:53][CH2:54][CH2:55][CH2:56]1.[NH2:1][c:2]1[nH:3][c:4](=[O:30])[c:5]2[c:6]([n:7]1)[n:8]([CH:12]1[CH:13]([O:14][C:15]([CH3:16])=[O:17])[CH:18]([O:19][C:20]([CH3:21])=[O:22])[CH:23]([CH2:25][O:26][C:27]([CH3:28])=[O:29])[O:24]1)[c:9](=[O:11])[s:10]2.[O:40]=[C:41]([O:42][CH2:43][CH3:44])[N:45]=[N:46][C:47]([O:48][CH2:49][CH3:50])=[O:51].[OH:31][CH2:32][c:33]1[o:34][c:35](=[O:39])[o:36][c:37]1[CH3:38]>>[NH2:1][c:2]1[n:3][c:4]([O:30][CH2:32][c:33]2[o:34][c:35](=[O:39])[o:36][c:37]2[CH3:38])[c:5]2[c:6]([n:7]1)[n:8]([CH:12]1[CH:13]([O:14][C:15]([CH3:16])=[O:17])[CH:18]([O:19][C:20]([CH3:21])=[O:22])[CH:23]([CH2:25][O:26][C:27]([CH3:28])=[O:29])[O:24]1)[c:9](=[O:11])[s:10]2. Starting materials: C([O-])(O)=O.[Na+] (sodium bicarbonate), [I-].[Li+] (lithium iodide), C(C)C=1C(NC(NC1C(C1=CC(=CC(=C1)C)C)=O)=O)=O (5-ethyl-6-(3,5-dimethylbenzoyl)-2,4-pyrimidinedione), C=1(C(=CC=CC1)S(=O)(=O)OCCC1=CCCC1)C (2-(cyclopent-1-en-1-yl)ethyl toluenesulfonate). Solvent: CN(C=O)C (dimethylformamide). Run at temperature 90 celsius, time 8 hour. The product is C1(=CCCC1)CCN1C(NC(C(=C1C(C1=CC(=CC(=C1)C)C)=O)CC)=O)=O (1-[2-(Cyclopent-1-en-1-yl)ethyl]-5-ethyl-6-(3,5-dimethylbenzoyl)-2,4-pyrimidinedione). Isolated yield 40.4%. Reaction SMILES: C(=O)(O)[O-].[Na+].[I-].[Li+].[CH2:8]([C:10]1[C:11](=[O:27])[NH:12][C:13](=[O:26])[NH:14][C:15]=1[C:16](=[O:25])[C:17]1[CH:22]=[C:21]([CH3:23])[CH:20]=[C:19]([CH3:24])[CH:18]=1)[CH3:9].C1(C)C(S(O[CH2:38][CH2:39][C:40]2[CH2:44][CH2:43][CH2:42][CH:41]=2)(=O)=O)=CC=CC=1>CN(C)C=O>[C:40]1([CH2:39][CH2:38][N:14]2[C:15]([C:16](=[O:25])[C:17]3[CH:18]=[C:19]([CH3:24])[CH:20]=[C:21]([CH3:23])[CH:22]=3)=[C:10]([CH2:8][CH3:9])[C:11](=[O:27])[NH:12][C:13]2=[O:26])[CH2:44][CH2:43][CH2:42][CH:41]=1 |f:0.1,2.3|. Reported procedure: A mixture of sodium bicarbonate (0.10 g, 1.2 mmol) and lithium iodide (13 mg, 0.1 mmol) were added to dimethylformamide solution (10 ml) of 5-ethyl-6-(3,5-dimethylbenzoyl)-2,4-pyrimidinedione (0.27 g, 1.0 mmol) and 2-(cyclopent-1-en-1-yl)ethyl toluenesulfonate (0.27 g, 1.0 mmol). And then, the reaction mixture was stirred at 90° C. for overnight, concentrated for removement of dimethylformamide, extracted with dichloromethane, dried, filtered and separated by column chromatography to give a desi... The reactants are COC(Cl)Cl, Cc1cc2c(c(C)c1O)CCC1(CCC1)O2, ClCCl, O. The product is Cc1c(O)c(C)c2c(c1C=O)OC1(CCC1)CC2. Reaction SMILES: [CH3:17][O:18][CH:19]([Cl:20])[Cl:21].[CH3:1][c:2]1[c:3]2[c:8]([cH:9][c:10]([CH3:13])[c:11]1[OH:12])[O:7][C:6]1([CH2:5][CH2:4]2)[CH2:14][CH2:15][CH2:16]1.[Cl:23][CH2:24][Cl:25].[OH2:22]>>[CH3:1][c:2]1[c:3]2[c:8]([c:9]([CH:17]=[O:18])[c:10]([CH3:13])[c:11]1[OH:12])[O:7][C:6]1([CH2:5][CH2:4]2)[CH2:14][CH2:15][CH2:16]1. Starting materials: ClCC(=O)N1CC2=CC(=CC=C2C(=N1)CC1=C(C=NC=C1Cl)Cl)OC (2-chloro-1-[4-(3,5-dichloro-pyridin-4-ylmethyl)-7-methoxy-1H-phthalazin-2-yl]-ethanone), N1CCCC1 (pyrrolidine), water ice. Run in C(Cl)(Cl)Cl (CHCl3). The product is ClC=1C=NC=C(C1CC1=NN(CC2=CC(=CC=C12)OC)C(CN1CCCC1)=O)Cl (1-[4-(3,5-Dichloro-pyridin-4-ylmethyl)-7-methoxy-1H-phthalazin-2-yl]-2-pyrrolidin-1-yl-ethanone). Isolated yield 55.9%. As a reaction SMILES: Cl[CH2:2][C:3]([N:5]1[N:14]=[C:13]([CH2:15][C:16]2[C:21]([Cl:22])=[CH:20][N:19]=[CH:18][C:17]=2[Cl:23])[C:12]2[C:7](=[CH:8][C:9]([O:24][CH3:25])=[CH:10][CH:11]=2)[CH2:6]1)=[O:4].[NH:26]1[CH2:30][CH2:29][CH2:28][CH2:27]1>C(Cl)(Cl)Cl>[Cl:22][C:21]1[CH:20]=[N:19][CH:18]=[C:17]([Cl:23])[C:16]=1[CH2:15][C:13]1[C:12]2[C:7](=[CH:8][C:9]([O:24][CH3:25])=[CH:10][CH:11]=2)[CH2:6][N:5]([C:3](=[O:4])[CH2:2][N:26]2[CH2:30][CH2:29][CH2:28][CH2:27]2)[N:14]=1. Procedure: A solution under N2 and stirring of 2-chloro-1-[4-(3,5-dichloro-pyridin-4-ylmethyl)-7-methoxy-1H-phthalazin-2-yl]-ethanone (1.3 g, 3.26 mmoles), prepared as described in example 81, in dry CHCl3 (15 ml) at room temperature was added with pyrrolidine (0.82 ml, 9.78 mmoles) and refluxed. After 20 hours the mixture was poured into water/ice, the phases separated, and the organic one washed with water, anhydrified and brought to dryness to give a residue which was crystallised from acetonitrile (40 ...